From a dataset of the Open Reaction Database (ORD), a public repository of structured organic reaction records. describe an organic reaction: reactants, conditions, products, and yield Procedure: To a suspension of trimethylsulfoxonium iodide (39 mg, 0.18 mmol) in DMSO (0.71 mL) was added a suspension of 60% sodium hydride in mineral oil (7.1 mg, 0.18 mmol). After being stirred 15 min, a solution of methyl 2-((3R,5R,6S)-1-((S)-2-(tert-butyldiphenylsilyloxy)-1-cyclopropylethyl)-5-(3-chlorophenyl)-6-(4-chlorophenyl)-3-methyl-2-oxopiperidin-3-yl)acrylate (66 mg, 0.089 mmol; Example 270, Step B) in DMSO (0.71 mL) was added and the mixture was stirred at rt for 3 h. The reaction was quenched ... Reaction conditions: time 15 minute. Product: [Si](C1=CC=CC=C1)(C1=CC=CC=C1)(C(C)(C)C)OC[C@H](C1CC1)N1C([C@@](C[C@@H]([C@H]1C1=CC=C(C=C1)Cl)C1=CC(=CC=C1)Cl)(C)C1(CC1)C(=O)OC)=O (Methyl 1-((3R,5R,6S)-1-((S)-2-((tert-butyldiphenylsilyl)oxy)-1-cyclopropylethyl)-5-(3-chlorophenyl)-6-(4-chlorophenyl)-3-methyl-2-oxopiperidin-3-yl)cyclopropanecarboxylate). Run in CS(=O)C (DMSO), CS(=O)C (DMSO). Starting materials: [Si](C1=CC=CC=C1)(C1=CC=CC=C1)(C(C)(C)C)OC[C@H](C1CC1)N1C([C@@](C[C@@H]([C@H]1C1=CC=C(C=C1)Cl)C1=CC(=CC=C1)Cl)(C)C(C(=O)OC)=C)=O (Methyl 2-((3R,5R,6S)-1-((S)-2-((tert-butyldiphenylsilyl)oxy)-1-cyclopropylethyl)-5-(3-chlorophenyl)-6-(4-chlorophenyl)-3-methyl-2-oxopiperidin-3-yl)acrylate), [H-].[Na+] (sodium hydride), oil, [I-].C[S+](=O)(C)C (trimethylsulfoxonium iodide). RXN SMILES: [I-].[CH3:2][S+](C)(C)=O.[H-].[Na+].[Si:9]([O:26][CH2:27][C@@H:28]([N:32]1[C@H:37]([C:38]2[CH:43]=[CH:42][C:41]([Cl:44])=[CH:40][CH:39]=2)[C@@H:36]([C:45]2[CH:50]=[CH:49][CH:48]=[C:47]([Cl:51])[CH:46]=2)[CH2:35][C@@:34]([C:53](=[CH2:58])[C:54]([O:56][CH3:57])=[O:55])([CH3:52])[C:33]1=[O:59])[CH:29]1[CH2:31][CH2:30]1)([C:22]([CH3:25])([CH3:24])[CH3:23])([C:16]1[CH:21]=[CH:20][CH:19]=[CH:18][CH:17]=1)[C:10]1[CH:15]=[CH:14][CH:13]=[CH:12][CH:11]=1>CS(C)=O>[Si:9]([O:26][CH2:27][C@@H:28]([N:32]1[C@H:37]([C:38]2[CH:39]=[CH:40][C:41]([Cl:44])=[CH:42][CH:43]=2)[C@@H:36]([C:45]2[CH:50]=[CH:49][CH:48]=[C:47]([Cl:51])[CH:46]=2)[CH2:35][C@@:34]([C:53]2([C:54]([O:56][CH3:57])=[O:55])[CH2:2][CH2:58]2)([CH3:52])[C:33]1=[O:59])[CH:29]1[CH2:30][CH2:31]1)([C:22]([CH3:23])([CH3:24])[CH3:25])([C:16]1[CH:21]=[CH:20][CH:19]=[CH:18][CH:17]=1)[C:10]1[CH:11]=[CH:12][CH:13]=[CH:14][CH:15]=1 |f:0.1,2.3|. Starting materials: BrC1=CC(=C(C(=O)O)C=C1C)C (4-bromo-2,5-dimethylbenzoic acid), S(=O)(Cl)Cl (thionyl chloride). Solvent: ClCCl (dichloromethane). The product is BrC1=CC(=C(C(=O)Cl)C=C1C)C (4-bromo-2.5-dimethylbenzoic acid chloride). RXN SMILES: [Br:1][C:2]1[C:10]([CH3:11])=[CH:9][C:5]([C:6](O)=[O:7])=[C:4]([CH3:12])[CH:3]=1.S(Cl)([Cl:15])=O>ClCCl>[Br:1][C:2]1[C:10]([CH3:11])=[CH:9][C:5]([C:6]([Cl:15])=[O:7])=[C:4]([CH3:12])[CH:3]=1. Procedure: 10.3 g (45 mmol) of 4-bromo-2,5-dimethylbenzoic acid are dissolved in 250 ml of dichloromethane and after the addition of 9.9 ml of (135 mmol) of thionyl chloride refluxed for two hours. Then the mixture is evaporated to dryness. Reactants: IC1=CC(=NC=C1)N1N=C(C=2C[C@@H]3[C@H](C12)C3)C(=O)O ((1aR,5aR)-2-(4-iodo-pyridin-2-yl)-1a,2,5,5a-tetrahydro-1H-2,3-diaza-cyclopropa[a]pentalene-4-carboxylic acid), [F-].[Cs+] (cesium fluoride). The solvent is CS(=O)C (DMSO). Run at temperature 200 celsius. Yields the product FC1=CC(=NC=C1)N1N=C(C=2C[C@@H]3[C@H](C12)C3)C(=O)O ((1aR,5aR)-2-(4-Fluoro-pyridin-2-yl)-1a,2,5,5a-tetrahydro-1H-2,3-diaza-cyclopropa[a]pentalene-4-carboxylic Acid). Isolated yield 69.8%. RXN SMILES: I[C:2]1[CH:7]=[CH:6][N:5]=[C:4]([N:8]2[C:15]3[C@@H:14]4[CH2:16][C@@H:13]4[CH2:12][C:11]=3[C:10]([C:17]([OH:19])=[O:18])=[N:9]2)[CH:3]=1.[F-:20].[Cs+]>CS(C)=O>[F:20][C:2]1[CH:7]=[CH:6][N:5]=[C:4]([N:8]2[C:15]3[C@@H:14]4[CH2:16][C@@H:13]4[CH2:12][C:11]=3[C:10]([C:17]([OH:19])=[O:18])=[N:9]2)[CH:3]=1 |f:1.2|. Procedure details: To a solution of (1aR,5aR)-2-(4-iodo-pyridin-2-yl)-1a,2,5,5a-tetrahydro-1H-2,3-diaza-cyclopropa[a]pentalene-4-carboxylic acid (174 mg, 0.47 mmol) in DMSO (2.5 mL) was added cesium fluoride (500 mg, 3.29 mmol). The mixture was heated under microwave irradiation at 200° C. for 60 min. The mixture was purified by preparative HPLC to give the title compound as a white solid (85 mg). LCMS m/z=260.1 [M+H]+. Reaction SMILES: [NH2:1][C:2]1[CH:7]=[CH:6][C:5]([C:8]2[N:9]([CH2:21][CH3:22])[C:10]3[C:15]([C:16]=2[C:17]#[N:18])=[CH:14][CH:13]=[C:12]([O:19][CH3:20])[CH:11]=3)=[CH:4][CH:3]=1.Cl[CH2:24][CH2:25][S:26](Cl)(=[O:28])=[O:27]>N1C=CC=CC=1>[C:17]([C:16]1[C:15]2[C:10](=[CH:11][C:12]([O:19][CH3:20])=[CH:13][CH:14]=2)[N:9]([CH2:21][CH3:22])[C:8]=1[C:5]1[CH:4]=[CH:3][C:2]([NH:1][S:26]([CH:25]=[CH2:24])(=[O:28])=[O:27])=[CH:7][CH:6]=1)#[N:18]. Run in N1=CC=CC=C1 (pyridine). Procedure details: A solution of 2-(4-aminophenyl)-1-ethyl-6-methoxy-1H-indole-3-carbonitrile, prepared by example 1Ga step B, (0.82 mg, 2.82 mmol), in pyridine (10 mL) is treated dropwise with chloroethyl sulfonylchloride (0.38 mL, 3.66 mmol) at room temperature. After stirring for 4 h, the reaction mixture is quenched with ice-water and enough 6N HCl is added until the pH is lowered to 2. The suspension is extracted with hot EtOAc (3×). The organic phases are then washed sequentially with 1N HCl, H2O and saturat... Yields the product C(#N)C1=C(N(C2=CC(=CC=C12)OC)CC)C1=CC=C(C=C1)NS(=O)(=O)C=C (ethenesulfonic acid [4-(3-cyano-1-ethyl-6-methoxy-1H-indol-2-yl)-phenyl]amide). Starting materials: NC1=CC=C(C=C1)C=1N(C2=CC(=CC=C2C1C#N)OC)CC (2-(4-aminophenyl)-1-ethyl-6-methoxy-1H-indole-3-carbonitrile), ClCCS(=O)(=O)Cl (chloroethyl sulfonylchloride). Conditions: time 4 hour. The reactants are CCNCC, CCO, CCc1ccc(C2CC(c3nc(Cl)no3)CN(C(=O)N3CCC(O)CC3)C2)cc1. Yields the product CCc1ccc(C2CC(c3nc(N(CC)CC)no3)CN(C(=O)N3CCC(O)CC3)C2)cc1. RXN SMILES: [CH2:30]([CH3:31])[NH:32][CH2:33][CH3:34].[CH3:35][CH2:36][OH:37].[Cl:1][c:2]1[n:3][o:4][c:5]([CH:7]2[CH2:8][N:9]([C:21](=[O:22])[N:23]3[CH2:24][CH2:25][CH:26]([OH:29])[CH2:27][CH2:28]3)[CH2:10][CH:11]([c:13]3[cH:14][cH:15][c:16]([CH2:19][CH3:20])[cH:17][cH:18]3)[CH2:12]2)[n:6]1>>[c:2]1([N:32]([CH2:30][CH3:31])[CH2:33][CH3:34])[n:3][o:4][c:5]([CH:7]2[CH2:8][N:9]([C:21](=[O:22])[N:23]3[CH2:24][CH2:25][CH:26]([OH:29])[CH2:27][CH2:28]3)[CH2:10][CH:11]([c:13]3[cH:14][cH:15][c:16]([CH2:19][CH3:20])[cH:17][cH:18]3)[CH2:12]2)[n:6]1. The reactants are Cl (hydrochloric acid), ClC=1C=C2CC(CC2=CC1)=O (5-chloro-2-indanone), Cl.CNC (dimethylamine hydrochloride), C(#N)[BH3-].[Na+] (sodium cyanoborohydride). Run in CO (methanol). Run at temperature 25 celsius, time 16 hour. Yields the product CN(C1CC2=CC=C(C=C2C1)Cl)C (N,N-dimethyl-5-chloro-2-aminoindane). Reaction SMILES: [Cl:1][C:2]1[CH:3]=[C:4]2[C:8](=[CH:9][CH:10]=1)[CH2:7][C:6](=O)[CH2:5]2.C([BH3-])#N.[Na+].Cl.[CH3:17][NH:18][CH3:19].Cl>CO>[CH3:17][N:18]([CH3:19])[CH:6]1[CH2:5][C:4]2[C:8](=[CH:9][CH:10]=[C:2]([Cl:1])[CH:3]=2)[CH2:7]1 |f:1.2,3.4|. Procedure: A mixture of 0.4 g. of 5-chloro-2-indanone (0.0025 mole) was partially dissolved in methanol (10 ml.) and 0.4 g. of sodium cyanoborohydride (0.0065 mole) and 0.6 g. of dimethylamine hydrochloride (0.0075 mole) were added. The pH of the mixture was adjusted to 4.5 with 10% hydrochloric acid and 3 A molecular sieves were added. The mixture was stirred for 16 hours at 25° C., acidified, evaporated to dryness, dissolved in 10% hydrochloric acid, extracted with ether, basified and extracted with ethe... Starting materials: CN(CC(C)O)C (1-dimethylamino-2-propanol), [H-].[Na+] (sodium hydride), 2d, ClC1=NC(=NC(=C1)Cl)SCC1=C(C(=CC=C1)F)F (4,6-Dichloro-2-[(2,3-difluorobenzyl)thio]pyrimidine), FC1=C(C=CC=C1F)CSC1=NC(=CC(=N1)NS(=O)(=O)N1CCC1)OC(CO)CO (N-[2-[[(2,3-difluorophenyl)methyl]thio]-6-[2-hydroxy-1-(hydroxymethyl)ethoxy]-4-pyrimidinyl]-1-azetidinesulfonamide). The solvent is C1CCOC1 (THF). Product: ClC1=CC(=NC(=N1)SCC1=C(C(=CC=C1)F)F)OC(CN(C)C)C (2-[[6-chloro-2-[[(2,3-difluorophenyl)methyl]thio]-4-pyrimidinyl]oxy]-N,N-dimethyl-1-propanamine). As a reaction SMILES: [CH3:1][N:2]([CH3:7])[CH2:3][CH:4]([OH:6])[CH3:5].[Cl:8][C:9]1[CH:14]=[C:13](Cl)[N:12]=[C:11]([S:16][CH2:17][C:18]2[CH:23]=[CH:22][CH:21]=[C:20]([F:24])[C:19]=2[F:25])[N:10]=1.FC1C(F)=CC=CC=1CSC1N=C(NS(N2CCC2)(=O)=O)C=C(OC(CO)CO)N=1.[H-].[Na+]>C1COCC1>[Cl:8][C:9]1[N:10]=[C:11]([S:16][CH2:17][C:18]2[CH:23]=[CH:22][CH:21]=[C:20]([F:24])[C:19]=2[F:25])[N:12]=[C:13]([O:6][CH:4]([CH3:5])[CH2:3][N:2]([CH3:7])[CH3:1])[CH:14]=1 |f:3.4|. Procedure details: The subtitle compound was prepared according to the procedure outlined in Example 41 step i) using 1-dimethylamino-2-propanol (80 mg), 4,6-Dichloro-2-[(2,3-difluorobenzyl)thio]pyrimidine (the product of Example 1 step (0.25 g) and 60% sodium hydride (30 mg) in THF (2 mL) at room temperature for 2d to give the subtitle compound as a pale yellow gum. Yield: 0.29 g.